This data is from the Open Reaction Database (ORD), a public repository of structured organic reaction records. The task is: describe an organic reaction: reactants, conditions, products, and yield Starting materials: ClCCCOc1ccc(Br)cc1, O=C([O-])[O-], Cc1ccccc1, CCO, [K+], [K+], O, OB(O)c1ccncc1. Product: ClCCCOc1ccc(-c2ccncc2)cc1. As a reaction SMILES: [Br:1][c:2]1[cH:3][cH:4][c:5]([O:8][CH2:9][CH2:10][CH2:11][Cl:12])[cH:6][cH:7]1.[C:13](=[O:14])([O-:15])[O-:16].[CH3:28][c:29]1[cH:30][cH:31][cH:32][cH:33][cH:34]1.[CH3:36][CH2:37][OH:38].[K+:17].[K+:18].[OH2:35].[n:19]1[cH:20][cH:21][c:22]([B:25]([OH:26])[OH:27])[cH:23][cH:24]1>>[c:2]1(-[c:22]2[cH:21][cH:20][n:19][cH:24][cH:23]2)[cH:3][cH:4][c:5]([O:8][CH2:9][CH2:10][CH2:11][Cl:12])[cH:6][cH:7]1. The solvent is O1CCCC1 (tetrahydrofuran), O (water). Reported procedure: Then, 3.6 g of sodium hydride (60% in oil) was suspended in 120 ml of tetrahydrofuran, and the mixture was cooled to 5° C., to which a solution of 17.8 g of ethyl 4-chloro-2-fluorophenylacetate in 120 nm of tetrahydrofliran was slowly added dropwise. The mixture was stirred for 30 minutes with a gradual temperature increase to room temperature, to which 20 ml of ethyl formate was added at room temperature, followed by stirring for 3 hours. Then, the reaction mixture was cooled with ice, to which... Conditions: time 30 minute. As a reaction SMILES: [H-].[Na+].[Cl:3][C:4]1[CH:9]=[CH:8][C:7]([CH2:10][C:11]([O:13][CH2:14][CH3:15])=[O:12])=[C:6]([F:16])[CH:5]=1.[CH:17](OCC)=[O:18].Cl>O1CCCC1.O>[Cl:3][C:4]1[CH:9]=[CH:8][C:7]([CH:10]([CH:17]=[O:18])[C:11]([O:13][CH2:14][CH3:15])=[O:12])=[C:6]([F:16])[CH:5]=1 |f:0.1|. Yields the product ClC1=CC(=C(C=C1)C(C(=O)OCC)C=O)F (ethyl 2-(4-chloro-2-fluorophenyl)-2-formylacetate). Reactants: [H-].[Na+] (sodium hydride), Cl (hydrochloric acid), ClC1=CC(=C(C=C1)CC(=O)OCC)F (ethyl 4-chloro-2-fluorophenylacetate), C(=O)OCC (ethyl formate). The reactants are O=C([O-])[O-], CS(=O)(=O)OC(CO)C(Cc1ccccc1)NC(=O)OCc1ccccc1, CO, [K+], [K+], O=C(O)CC(O)(CC(=O)O)C(=O)O. The product is O=C(NC(Cc1ccccc1)C1CO1)OCc1ccccc1. Reaction SMILES: [C:28](=[O:29])([O-:30])[O-:31].[CH2:1]([c:2]1[cH:3][cH:4][cH:5][cH:6][cH:7]1)[O:8][C:9](=[O:10])[NH:11][CH:12]([CH:13]([CH2:14][OH:20])[O:16][S:15]([CH3:17])(=[O:18])=[O:19])[CH2:21][c:22]1[cH:23][cH:24][cH:25][cH:26][cH:27]1.[CH3:47][OH:48].[K+:32].[K+:33].[OH:34][C:35]([CH2:36][C:37]([C:38](=[O:39])[OH:40])([CH2:41][C:42](=[O:43])[OH:44])[OH:45])=[O:46]>>[CH2:1]([c:2]1[cH:3][cH:4][cH:5][cH:6][cH:7]1)[O:8][C:9](=[O:10])[NH:11][CH:12]([CH:13]1[CH2:14][O:16]1)[CH2:21][c:22]1[cH:23][cH:24][cH:25][cH:26][cH:27]1. The reactants are 133, C1(=C(C=CC=C1)C=1N=NNC1)C (tolyltriazole), C(CCC)=O (n-butyraldehyde), C1(CCCCC1)O (cyclohexanol), C1(=CC=C(C=C1)S(=O)(=O)O)C (paratoluene sulphonic acid). Solvent: O (water), C1CCCCC1 (cyclohexane). Conditions: time 2 hour. Product: 262.9, C1(CCCCC1)OC(CCC)C1(C(C=CC=C1)C=1N=NNC1)C (1-(1-cyclohexyloxybutyl) tolyltriazole). The yield is 91.5%. As a reaction SMILES: [C:1]1([CH3:12])[CH:6]=[CH:5][CH:4]=[CH:3][C:2]=1[C:7]1[N:8]=[N:9][NH:10][CH:11]=1.[CH:13](=O)[CH2:14][CH2:15][CH3:16].[CH:18]1([OH:24])[CH2:23][CH2:22][CH2:21][CH2:20][CH2:19]1.C1(C)C=CC(S(O)(=O)=O)=CC=1>O.C1CCCCC1>[CH:18]1([O:24][CH:13]([C:1]2([CH3:12])[CH:6]=[CH:5][CH:4]=[CH:3][CH:2]2[C:7]2[N:8]=[N:9][NH:10][CH:11]=2)[CH2:14][CH2:15][CH3:16])[CH2:23][CH2:22][CH2:21][CH2:20][CH2:19]1. Procedure: A mixture of 133 parts tolyltriazole, 79.3 parts n-butyraldehyde, 100.1 parts cyclohexanol and 1.3 parts paratoluene sulphonic acid is heated in 600 parts cyclohexane with simultaneous azeotropic removal of the water formed during the reaction. The reaction is complete after 2 hours. Upon cooling to ambient temperature, the reaction mixture is washed with dilute sodium carbonate solution, then with water and finally dried over anhydrous magnesium sulphate. The dried reaction mixture is filtered ...